From a dataset of the Open Reaction Database (ORD), a public repository of structured organic reaction records. describe an organic reaction: reactants, conditions, products, and yield The reactants are CN(C)C=O, Cc1ccc(Cn2c(NC3CCNCC3)nc3ccccc32)o1, N#CCCl, [Na+], [Na+], O=C([O-])[O-], O. Yields the product Cc1ccc(Cn2c(NC3CCN(CC#N)CC3)nc3ccccc32)o1. Reaction SMILES: [CH3:34][N:35]([CH3:36])[CH:37]=[O:38].[CH3:5][c:6]1[cH:7][cH:8][c:9]([CH2:11][n:12]2[c:13]([NH:21][CH:22]3[CH2:23][CH2:24][NH:25][CH2:26][CH2:27]3)[n:14][c:15]3[c:16]2[cH:17][cH:18][cH:19][cH:20]3)[o:10]1.[Cl:1][CH2:2][C:3]#[N:4].[Na+:28].[Na+:29].[O-:30][C:31](=[O:32])[O-:33].[OH2:39]>>[CH2:2]([C:3]#[N:4])[N:25]1[CH2:24][CH2:23][CH:22]([NH:21][c:13]2[n:12]([CH2:11][c:9]3[cH:8][cH:7][c:6]([CH3:5])[o:10]3)[c:16]3[c:15]([n:14]2)[cH:20][cH:19][cH:18][cH:17]3)[CH2:27][CH2:26]1. The reactants are NN (hydrazine), NN (Hydrazine), ice, C(C1=CC=CC=C1)N1N=CC2=C1CC(C2=O)=CO (1-benzyl-5,6-dihydro-5-hydroxymethylene-4(1H) cyclopentapyrazolone). Solvent: CO (methanol). Run at time 16 hour. Yields the product C(C1=CC=CC=C1)N1N=CC2=C1CC1=C2NN=C1 (1-benzyl-4,7-dihydro-1H-cyclopenta-[1,2-c:3,4-c']dipyrazole). The yield is 86.0%. Reaction SMILES: [NH2:1][NH2:2].[CH2:3]([N:10]1[C:14]2[CH2:15][C:16](=[CH:19]O)[C:17](=O)[C:13]=2[CH:12]=[N:11]1)[C:4]1[CH:9]=[CH:8][CH:7]=[CH:6][CH:5]=1>CO>[CH2:3]([N:10]1[C:14]2[CH2:15][C:16]3[CH:19]=[N:2][NH:1][C:17]=3[C:13]=2[CH:12]=[N:11]1)[C:4]1[CH:9]=[CH:8][CH:7]=[CH:6][CH:5]=1. Procedure: Hydrazine (0.07 ml) was added dropwise to an ice-cold solution of 0.5 g of 1-benzyl-5,6-dihydro-5-hydroxymethylene-4(1H) cyclopentapyrazolone in 25 ml of methanol. The solution was heated at reflux for 2 hours and then cooled to room temperature and stirred for 16 hours. An additional 0.07 ml of hydrazine was added and the solution was heated at reflux for 8 hours. Removal of the solvent under reduced pressure gave 1-benzyl-4,7-dihydro-1H-cyclopenta-[1,2-c:3,4-c']dipyrazole as an orange-red soli... The reactants are C(C)P(OCC)(=O)C1=CC=CC=C1 (ethyl (ethyl)(phenyl)phosphinate), Cl (HCl). The solvent is C(C)O (ethanol). Run at time 6 hour. Yields the product C(C)P(O)(=O)C1=CC=CC=C1 ((Ethyl)(phenyl)phosphinic acid). The yield is 98.0%. Reaction SMILES: [CH2:1]([P:3]([C:8]1[CH:13]=[CH:12][CH:11]=[CH:10][CH:9]=1)(=[O:7])[O:4]CC)[CH3:2].Cl>C(O)C>[CH2:1]([P:3]([C:8]1[CH:13]=[CH:12][CH:11]=[CH:10][CH:9]=1)(=[O:4])[OH:7])[CH3:2]. Reported procedure: A solution of ethyl (ethyl)(phenyl)phosphinate (130 mg, 0.66 mmol) in ethanol (0.5 ml) was treated with 4N HCl (1 ml) and refluxed for 22 hours. Tlc analysis revealed some residual starting material. The ethanol was removed on the rotary evaporator, an additional aliquot of 4N HCl (1 ml) was added, and reflux was resumed for a further six hours whereupon tlc analysis revealed complete consumption of starting material. The mixture was lyophillized to afford 110 mg (99%) of the title compound as a... The reactants are COC=1C(=C(C(=C(C1C)C)OC)C(CCCCCC)C=1C=NC=CC1)C (1-(3,6-dimethoxy-2,4,5-trimethylphenyl)-1-(3-pyridyl)heptane), [N+](=O)([O-])[O-].[NH4+].[Ce] (cerium ammonium nitrate). Run in C(C)#N.O (acetonitrile water), C(C)#N.O (acetonitrile water). Reaction conditions: temperature 0 celsius. Yields the product CC1=C(C(C(=C(C1=O)C)C)=O)C(CCCCCC)C=1C=NC=CC1 (1-(3,5,6-trimethyl-1,4-benzoquinon-2-yl)-1-(3-pyridyl)heptane). Yield: 63.1%. As a reaction SMILES: C[O:2][C:3]1[C:4]([CH3:26])=[C:5]([CH:13]([C:20]2[CH:21]=[N:22][CH:23]=[CH:24][CH:25]=2)[CH2:14][CH2:15][CH2:16][CH2:17][CH2:18][CH3:19])[C:6]([O:11]C)=[C:7]([CH3:10])[C:8]=1[CH3:9].[N+]([O-])([O-])=O.[NH4+].[Ce]>C(#N)C.O>[CH3:26][C:4]1[C:3](=[O:2])[C:8]([CH3:9])=[C:7]([CH3:10])[C:6](=[O:11])[C:5]=1[CH:13]([C:20]1[CH:21]=[N:22][CH:23]=[CH:24][CH:25]=1)[CH2:14][CH2:15][CH2:16][CH2:17][CH2:18][CH3:19] |f:1.2.3,4.5|. Reported procedure: To a solution of 1.1 g (3.09 mmol) of 1-(3,6-dimethoxy-2,4,5-trimethylphenyl)-1-(3-pyridyl)heptane in 20 ml of acetonitrile-water (1:1), the solution of 4.5 g (8.2 mmol) of cerium ammonium nitrate (CAN) in 15 ml of acetonitrile-water was added dropwise with stirring at 0° C. and stirred for 30 minutes after the completion of addition. The reaction product was isolated by a routine method, to give 635 mg (63%) of 1-(3,5,6-trimethyl-1,4-benzoquinon-2-yl)-1-(3-pyridyl)heptane. The physical data are... The reactants are CC(C)(C)OC(=O)NCCCCO, C1CCOC1, COCOc1c(C(=O)OC)c(O)cc2ccccc12, c1ccc(P(c2ccccc2)c2ccccc2)cc1. The product is COCOc1c(C(=O)OC)c(OCCCCNC(=O)OC(C)(C)C)cc2ccccc12. Reaction SMILES: [C:39]([CH3:40])([CH3:41])([CH3:42])[O:43][C:44](=[O:45])[NH:46][CH2:47][CH2:48][CH2:49][CH2:50][OH:51].[CH2:52]1[O:53][CH2:54][CH2:55][CH2:56]1.[OH:1][c:2]1[c:3]([C:16](=[O:17])[O:18][CH3:19])[c:4]([O:12][CH2:13][O:14][CH3:15])[c:5]2[cH:6][cH:7][cH:8][cH:9][c:10]2[cH:11]1.[c:20]1([P:21]([c:22]2[cH:23][cH:24][cH:25][cH:26][cH:27]2)[c:28]2[cH:29][cH:30][cH:31][cH:32][cH:33]2)[cH:34][cH:35][cH:36][cH:37][cH:38]1>>[O:1]([c:2]1[c:3]([C:16](=[O:17])[O:18][CH3:19])[c:4]([O:12][CH2:13][O:14][CH3:15])[c:5]2[cH:6][cH:7][cH:8][cH:9][c:10]2[cH:11]1)[CH2:50][CH2:49][CH2:48][CH2:47][NH:46][C:44]([O:43][C:39]([CH3:40])([CH3:41])[CH3:42])=[O:45]. Reactants: P(OC)(SC)(N=C=O)=O (O,S-dimethyl phosphoroisocyanatidothioate), NCC(=O)OCC (ethyl glycinate). Run in CCOCC (ether). The product is COP(=O)(SC)NC(=O)NCC(=O)OCC (Ethyl N-(((Methoxy-(methylthio)phosphinyl)amino)carbonyl)glycinate). Isolated yield 80.7%. As a reaction SMILES: [P:1](=[O:9])([N:6]=[C:7]=[O:8])([S:4][CH3:5])[O:2][CH3:3].[NH2:10][CH2:11][C:12]([O:14][CH2:15][CH3:16])=[O:13]>CCOCC>[CH3:3][O:2][P:1]([NH:6][C:7]([NH:10][CH2:11][C:12]([O:14][CH2:15][CH3:16])=[O:13])=[O:8])([S:4][CH3:5])=[O:9]. Procedure: To a solution of 6.1 grams (g) of O,S-dimethyl phosphoroisocyanatidothioate in 100 milliliters (ml) of ether was added dropwise with stirring 3.5 g of ethyl glycinate. A solid soon began to precipitate and after about 1 hour this was collected by filtration. The solid was recrystallized from ethanol to obtain 7.4 g of the title compound (77 percent of theory) as white crystals melting at 143°-145° C. Reactants: [Br-], CS(C)=O, C[P+](c1ccccc1)(c1ccccc1)c1ccccc1, CC(=O)c1ccc(OC(F)(F)F)cc1, [H-], [Na+]. Product: C=C(C)c1ccc(OC(F)(F)F)cc1. Reaction SMILES: [Br-:21].[CH3:17][S:18]([CH3:19])=[O:20].[CH3:22][P+:23]([c:24]1[cH:25][cH:26][cH:27][cH:28][cH:29]1)([c:30]1[cH:31][cH:32][cH:33][cH:34][cH:35]1)[c:36]1[cH:37][cH:38][cH:39][cH:40][cH:41]1.[F:3][C:4]([O:5][c:6]1[cH:7][cH:8][c:9]([C:12]([CH3:13])=[O:14])[cH:10][cH:11]1)([F:15])[F:16].[H-:1].[Na+:2]>>[F:3][C:4]([O:5][c:6]1[cH:7][cH:8][c:9]([C:12](=[CH2:13])[CH3:17])[cH:10][cH:11]1)([F:15])[F:16]. Reactants: CCO, NN, O, O=C1N(N=Cc2ccccc2)c2ccccc2C1(Cc1ccncc1)Cc1ccncc1. Product: NN1C(=O)C(Cc2ccncc2)(Cc2ccncc2)c2ccccc21. Reaction SMILES: [CH3:36][CH2:37][OH:38].[NH2:34][NH2:35].[OH2:33].[n:1]1[cH:2][cH:3][c:4]([CH2:7][C:8]2([CH2:26][c:27]3[cH:28][cH:29][n:30][cH:31][cH:32]3)[C:9](=[O:25])[N:10]([N:17]=[CH:18][c:19]3[cH:20][cH:21][cH:22][cH:23][cH:24]3)[c:11]3[cH:12][cH:13][cH:14][cH:15][c:16]32)[cH:5][cH:6]1>>[n:1]1[cH:2][cH:3][c:4]([CH2:7][C:8]2([CH2:26][c:27]3[cH:28][cH:29][n:30][cH:31][cH:32]3)[C:9](=[O:25])[N:10]([NH2:17])[c:11]3[cH:12][cH:13][cH:14][cH:15][c:16]32)[cH:5][cH:6]1. The product is C1(=CC=CC=C1)S(=O)(=O)O.OC1=C(C=O)C=CC=C1OCC (2-hydroxy-3-ethoxybenzaldehyde benzenesulphonate). The yield is 98.0%. Starting materials: C(C)OC1=C(C(C=O)=CC=C1)O (3-Ethoxysalicylaldehyde), [OH-].[Na+] (sodium hydroxide), C1(=CC=CC=C1)S(=O)(=O)Cl (benzenesulphonyl chloride). Reported procedure: 3-Ethoxysalicylaldehyde (498 g, 3 moles) and sodium hydroxide (140 g, 3.5 moles) in 1.5 liters of water are introduced into a 4 liter reactor provided with mechanical stirring, a condenser and a nitrogen inlet. The mixture is taken to 60° C. and benzenesulphonyl chloride is added dropwise over three-quarters of an hour. The mixture is heated to 75° C. for a quarter of an hour. It is cooled. An oil forms which crystallizes with time. It is filtered, washed with water and dried. The 2-hydroxy-3-et... As a reaction SMILES: [CH2:1]([O:3][C:4]1[CH:11]=[CH:10][CH:9]=[C:6]([CH:7]=[O:8])[C:5]=1[OH:12])[CH3:2].[OH-].[Na+].[C:15]1([S:21](Cl)(=[O:23])=[O:22])[CH:20]=[CH:19][CH:18]=[CH:17][CH:16]=1>O>[C:15]1([S:21]([OH:23])(=[O:3])=[O:22])[CH:20]=[CH:19][CH:18]=[CH:17][CH:16]=1.[OH:12][C:5]1[C:4]([O:3][CH2:1][CH3:2])=[CH:11][CH:10]=[CH:9][C:6]=1[CH:7]=[O:8] |f:1.2,5.6|. The solvent is O (water). Reaction conditions: temperature 75 celsius. The reactants are FC(C1=CC=C(C=C1)NC(=O)N1CCN(CC1)C[C@]1(CN2C(O1)=NC(=C2)[N+](=O)[O-])C)(F)F ((S)-4-(2-methyl-6-nitro-2,3-dihydroimidazo[2,1-b]oxazol-2-ylmethyl)piperazine-1-carboxylic acid (4-trifluoromethylphenyl)amide), CN(C)C=O (DMF), [H-].[Na+] (sodium hydride), CI (methyl iodide). The solvent is O (water). Reaction conditions: time 1.5 hour. Yields the product CN(C(=O)N1CCN(CC1)C[C@]1(CN2C(O1)=NC(=C2)[N+](=O)[O-])C)C2=CC=C(C=C2)C(F)(F)F ((S)-4-(2-methyl-6-nitro-2,3-dihydroimidazo[2,1-b]oxazol-2-ylmethyl)piperazine-1-carboxylic acid N-methyl-N-(4-trifluoromethylphenyl)amide). Yield: 17.0%. Reaction SMILES: [F:1][C:2]([F:32])([F:31])[C:3]1[CH:8]=[CH:7][C:6]([NH:9][C:10]([N:12]2[CH2:17][CH2:16][N:15]([CH2:18][C@:19]3([CH3:30])[O:23][C:22]4=[N:24][C:25]([N+:27]([O-:29])=[O:28])=[CH:26][N:21]4[CH2:20]3)[CH2:14][CH2:13]2)=[O:11])=[CH:5][CH:4]=1.[CH3:33]N(C=O)C.[H-].[Na+].CI>O>[CH3:33][N:9]([C:6]1[CH:5]=[CH:4][C:3]([C:2]([F:1])([F:31])[F:32])=[CH:8][CH:7]=1)[C:10]([N:12]1[CH2:13][CH2:14][N:15]([CH2:18][C@:19]2([CH3:30])[O:23][C:22]3=[N:24][C:25]([N+:27]([O-:29])=[O:28])=[CH:26][N:21]3[CH2:20]2)[CH2:16][CH2:17]1)=[O:11] |f:2.3|. Reported procedure: A mixture of (S)-4-(2-methyl-6-nitro-2,3-dihydroimidazo[2,1-b]oxazol-2-ylmethyl)piperazine-1-carboxylic acid (4-trifluoromethylphenyl)amide prepared in Example 477 (200 mg, 0.44 mmol), DMF (4 ml), and sodium hydride (26 mg, 0.66 mmol) was stirred at room temperature for 1.5 hours. To the mixture, methyl iodide (0.5 ml, 0.76 mmol) was added followed by stirring at room temperature overnight. To the reaction mixture, water was added, and the mixture was extracted with ethyl acetate. The organic ph...